describe an organic reaction: reactants, conditions, products, and yield From a dataset of the Open Reaction Database (ORD), a public repository of structured organic reaction records. Reactants: C1=CC=CC=2NC3=C(NC(C21)=S)C=CC=C3 (5,10-Dihydro-11H-dibenzo[b,e][1,4]diazepine-11-thione), COC(CN)OC (aminoacetaldehyde dimethyl acetal), [(5H-dibenzo[b,e][1,4]diazepin-11-yl)amio]acetaldehyde dimethyl acetal. Reaction SMILES: [CH:1]1[C:11]2[C:10](=S)[NH:9][C:8]3[CH:13]=[CH:14][CH:15]=[CH:16][C:7]=3[NH:6][C:5]=2[CH:4]=[CH:3][CH:2]=1.[CH3:17][O:18][CH:19]([O:22][CH3:23])[CH2:20][NH2:21]>C(O)CCC>[CH3:17][O:18][CH:19]([O:22][CH3:23])[CH2:20][NH:21][C:10]1[C:11]2[CH:1]=[CH:2][CH:3]=[CH:4][C:5]=2[NH:6][C:7]2[CH:16]=[CH:15][CH:14]=[CH:13][C:8]=2[N:9]=1. Reported procedure: 5,10-Dihydro-11H-dibenzo[b,e][1,4]diazepine-11-thione (33.75 g., 150 mmol.) is suspended in 450 ml. of n-butyl alcohol and treated with 47.25 g. (450 mmol.) of commerical aminoacetaldehyde dimethyl acetal. The reagents are heated for 5.5 hours during which time the solution turns brown. The solution is cooled to room temperature and the solvent is removed in vacuo. The residue is dissolved in 600 ml. of hot ethyl acetate, filtered, concentrated to 400 ml. and cooled to give 36.0 g. (81%) of [(5H... Product: COC(CNC=1C2=C(NC3=C(N1)C=CC=C3)C=CC=C2)OC ([(5H-dibenzo[b,e][1,4]diazepine-11-yl)amino]-acetaldehyde dimethyl acetal). Solvent: C(CCC)O (n-butyl alcohol). The reactants are NC1=CC=CC=C1 (aniline), C(=O)([O-])[O-].[Cs+].[Cs+] (Cs2CO3), ClC1=CC(=NC=N1)NC1=NC(=CC=C1)N (N2-(6-chloropyrimidin-4-yl)pyridine-2,6-diamine). Run in CN(C)C=O (DMF). Conditions: temperature 80 celsius, time 16 hour. Product: NC1=CC=CC(=N1)NC1=NC=NC(=C1)NC1=CC=CC=C1 (N4-(6-aminopyridin-2-yl)-N6-phenylpyrimidine-4,6-diamine). Isolated yield 36.9%. Reaction SMILES: [NH2:1][C:2]1[CH:7]=[CH:6][CH:5]=[CH:4][CH:3]=1.C([O-])([O-])=O.[Cs+].[Cs+].Cl[C:15]1[N:20]=[CH:19][N:18]=[C:17]([NH:21][C:22]2[CH:27]=[CH:26][CH:25]=[C:24]([NH2:28])[N:23]=2)[CH:16]=1>CN(C=O)C>[NH2:28][C:24]1[N:23]=[C:22]([NH:21][C:17]2[CH:16]=[C:15]([NH:1][C:2]3[CH:7]=[CH:6][CH:5]=[CH:4][CH:3]=3)[N:20]=[CH:19][N:18]=2)[CH:27]=[CH:26][CH:25]=1 |f:1.2.3|. Procedure: To a stirred solution of 2 (4.35 g, 23.38 mmol) and Cs2CO3 (15.26 g, 46.76 mmol) in dry DMF (50 mL) was added 1 (5.0 g, 15.58 mmol) at rt and the reaction was stirred at 80° C. for 16 h under nitrogen atmosphere. The reaction mixture was cooled, concentrated under reduced pressure and the residue was diluted with ethyl acetate (50 mL). It was washed with water (2×10 mL), brine (10 mL), dried over Na2SO4 and concentrated under reduced pressure. The residue was further purified by column chromatog... Starting materials: aqueous solution, [O-]C#N.[K+] (potassium cyanate), NCCCN1C(CCC2=C(C(=C(C=C12)CC=C)O)CC=C)=O (1-(3-aminopropyl)-5,7-diallyl-3,4-dihydro-6-hydroxy-2(1H)-quinolinone). Solvent: O (water). Run at time 12 hour. Yields the product C(C=C)C1=C2CCC(N(C2=CC(=C1O)CC=C)CCCNC(=O)N)=O (5,7-diallyl-3,4-dihydro-6-hydroxy-1-(3-ureidopropyl)-2(1H)-quinolinone). Yield: 29.0%. As a reaction SMILES: [NH2:1][CH2:2][CH2:3][CH2:4][N:5]1[C:14]2[C:9](=[C:10]([CH2:19][CH:20]=[CH2:21])[C:11]([OH:18])=[C:12]([CH2:15][CH:16]=[CH2:17])[CH:13]=2)[CH2:8][CH2:7][C:6]1=[O:22].[O-:23][C:24]#[N:25].[K+]>O>[CH2:19]([C:10]1[C:11]([OH:18])=[C:12]([CH2:15][CH:16]=[CH2:17])[CH:13]=[C:14]2[C:9]=1[CH2:8][CH2:7][C:6](=[O:22])[N:5]2[CH2:4][CH2:3][CH2:2][NH:1][C:24]([NH2:25])=[O:23])[CH:20]=[CH2:21] |f:1.2|. Procedure: 1.68 Grams of 1-(3-aminopropyl)-5,7-diallyl-3,4-dihydro-6-hydroxy-2(1H)-quinolinone was dissolved in 100 ml of water, then 10 ml of an aqueous solution containing 1 g of potassium cyanate was added thereto under ice-cooling condition, and stirred at room temperature for 12 hours. The crystals thus precipitated were collected by filtration and washed with water, there was obtained 0.5 g (29%) of 5,7-diallyl-3,4-dihydro-6-hydroxy-1-(3-ureidopropyl)-2(1H)-quinolinone.